This data is from the Open Reaction Database (ORD), a public repository of structured organic reaction records. The task is: describe an organic reaction: reactants, conditions, products, and yield Reactants: ClC1=CC2=C(C(NC3=C(N2C(=O)Cl)N=CC=C3)=O)C=C1 (9-chloro-11-(chlorocarbonyl)-5,11-dihydro-6H-pyrido[2,3-b][1,4]benzodiazepin-6-one), C(CC)N(CCCC1CCN(CC1)CCN)CCC (2-[4-[3-(dipropylamino)propyl]-piperidin-l-yl]ethanamine). Solvent: C(C)#N (acetonitrile). Yields the product ClC1=CC2=C(C(NC3=C(N2C(=O)NCCN2CCC(CC2)CCCN(CCC)CCC)N=CC=C3)=O)C=C1 (9-Chloro-5,11-dihydro-11-[[[2-[4-[3-(dipropylamino)propyl]-piperidin-l-yl]ethyl]amino]carbonyl]-6H-pyrido[2,3-b][1,4]benzodiazepin-6-one). The yield is 22.0%. RXN SMILES: [Cl:1][C:2]1[CH:20]=[CH:19][C:5]2[C:6](=[O:18])[NH:7][C:8]3[CH:17]=[CH:16][CH:15]=[N:14][C:9]=3[N:10]([C:11](Cl)=[O:12])[C:4]=2[CH:3]=1.[CH2:21]([N:24]([CH2:37][CH2:38][CH3:39])[CH2:25][CH2:26][CH2:27][CH:28]1[CH2:33][CH2:32][N:31]([CH2:34][CH2:35][NH2:36])[CH2:30][CH2:29]1)[CH2:22][CH3:23]>C(#N)C>[Cl:1][C:2]1[CH:20]=[CH:19][C:5]2[C:6](=[O:18])[NH:7][C:8]3[CH:17]=[CH:16][CH:15]=[N:14][C:9]=3[N:10]([C:11]([NH:36][CH2:35][CH2:34][N:31]3[CH2:30][CH2:29][CH:28]([CH2:27][CH2:26][CH2:25][N:24]([CH2:21][CH2:22][CH3:23])[CH2:37][CH2:38][CH3:39])[CH2:33][CH2:32]3)=[O:12])[C:4]=2[CH:3]=1. Procedure: Prepared analogously to Example 1 from 9-chloro-11-(chlorocarbonyl)-5,11-dihydro-6H-pyrido[2,3-b][1,4]benzodiazepin-6-one and 2-[4-[3-(dipropylamino)propyl]-piperidin-l-yl]ethanamine in a yield of 22% of theory. Colourless crystals, m.p. 174°-175° C. (acetonitrile). Run in [OH-].[Na+] (NaOH), [OH-].[Na+] (NaOH). Run at time 8 hour. Procedure: To a well-stirred solution of L-proline (5.75 g, 0.05 mmole) in 2N NaOH (25 ml), 4N NaOH (12.5 ml) and benzoyl chloride (5.8 ml, 0.05 mole) were added dropwise from different drop funnels, maintaining the temperature near 0°-4° C. The mixture after 15 minutes was acidified with 1N HCl. The resulting oil was extracted with CHCl3, the combined organic extract was dried (MgSO4), and the solvent was removed. Ether was added to the residue and the mixture was allowed to stand overnight at 0° C. The c... The reactants are N1[C@H](C(=O)O)CCC1 (L-proline), C(C1=CC=CC=C1)(=O)Cl (benzoyl chloride), Cl (HCl). Reaction SMILES: [NH:1]1[CH2:8][CH2:7][CH2:6][C@H:2]1[C:3]([OH:5])=[O:4].[C:9](Cl)(=[O:16])[C:10]1[CH:15]=[CH:14][CH:13]=[CH:12][CH:11]=1.Cl>[OH-].[Na+]>[C:9]([N:1]1[CH2:8][CH2:7][CH2:6][C@H:2]1[C:3]([OH:5])=[O:4])(=[O:16])[C:10]1[CH:15]=[CH:14][CH:13]=[CH:12][CH:11]=1 |f:3.4|. Yields the product C(C1=CC=CC=C1)(=O)N1[C@H](C(=O)O)CCC1 (N-benzoyl-L-proline). Starting materials: ClC=1C=C(N)C=CC1Cl (3,4-dichloroaniline), C1CCC2=CC(=CC=C12)S(=O)(=O)N=C=O (2,3-dihydro-5-indenylsulfonylisocyanate). Solvent: C1(=CC=CC=C1)C (toluene), C1(=CC=CC=C1)C (toluene). Run at time 7 hour. The product is ClC=1C=C(C=CC1Cl)NC(=O)NS(=O)(=O)C=1C=C2CCCC2=CC1 (N-{[(3,4-dichlorophenyl)amino]carbonyl}-2,3-dihydro-1H-indene-5-sulfonamide). Yield: 84.7%. As a reaction SMILES: [Cl:1][C:2]1[CH:3]=[C:4]([CH:6]=[CH:7][C:8]=1[Cl:9])[NH2:5].[CH2:10]1[C:18]2[C:13](=[CH:14][C:15]([S:19]([N:22]=[C:23]=[O:24])(=[O:21])=[O:20])=[CH:16][CH:17]=2)[CH2:12][CH2:11]1>C1(C)C=CC=CC=1>[Cl:1][C:2]1[CH:3]=[C:4]([NH:5][C:23]([NH:22][S:19]([C:15]2[CH:14]=[C:13]3[C:18](=[CH:17][CH:16]=2)[CH2:10][CH2:11][CH2:12]3)(=[O:21])=[O:20])=[O:24])[CH:6]=[CH:7][C:8]=1[Cl:9]. Reported procedure: A solution of 2.67 g of 3,4-dichloroaniline in 10 ml of toluene was added to 3.87 g of 2,3-dihydro-5-indenylsulfonylisocyanate in 20 ml of toluene. After stirring 7 hours, the resulting precipitate was recovered by filtration, washed with toluene and dried providing 5.38 g of the title product, m.p. 155.5°-158° C. Reactants: C(C)(C)(C)[Si](C)(C)OCC1=CC=C(C=C1)C1CCC2(OCCO2)CC1 (tert-butyl-[4-(1,4-dioxa-spiro[4.5]dec-8-yl)benzyloxy]dimethylsilane), C1(=CC=C(C=C1)S(=O)(=O)[O-])C.[NH+]1=CC=CC=C1 (pyridinium p-toluenesulfonate). The solvent is CC(=O)C (acetone), O (water). Yields the product OCC1=CC=C(C=C1)C1CCC(CC1)=O (4-(4-hydroxymethylphenyl)cyclohexanone). Isolated yield 61.9%. As a reaction SMILES: C([Si]([O:8][CH2:9][C:10]1[CH:15]=[CH:14][C:13]([CH:16]2[CH2:25][CH2:24][C:19]3(OCC[O:20]3)[CH2:18][CH2:17]2)=[CH:12][CH:11]=1)(C)C)(C)(C)C.C1(C)C=CC(S([O-])(=O)=O)=CC=1.[NH+]1C=CC=CC=1>CC(C)=O.O>[OH:8][CH2:9][C:10]1[CH:11]=[CH:12][C:13]([CH:16]2[CH2:25][CH2:24][C:19](=[O:20])[CH2:18][CH2:17]2)=[CH:14][CH:15]=1 |f:1.2|. Procedure: To a solution of tert-butyl-[4-(1,4-dioxa-spiro[4.5]dec-8-yl)benzyloxy]dimethylsilane (12.1 g, 33.3 mmol) in acetone (12 ml) and water (1.2 ml) was added pyridinium p-toluenesulfonate (2.51 g, 9.99 mmol) at room temperature. The mixture was refluxed for 3 hours. The mixture was partitioned between water and ethyl acetate. The organic layer was washed with saturated aqueous sodium hydrogen carbonate, dried over sodium sulfate, and concentrated in vacuo. The residue was purified by silica gel colu... Reactants: resultant mixture, C(CCCCC)NC(C#C)=O (N-(n-hexyl)propiolamide), ClN1C(CCC1=O)=O (N-chlorosuccinimide), CCCCCC.C(CCC)[Li] (n-butyllithium hexane). Run in O (water), C(C)(=O)OCC (Ethyl acetate), O (water), C1CCOC1 (THF). Run at temperature -78 celsius, time 10 minute. Yields the product C(CCCCC)NC(C#CCl)=O (N-(n-hexyl)-3-chloropropiolamide). Yield: 83.3%. RXN SMILES: [CH2:1]([NH:7][C:8](=[O:11])[C:9]#[CH:10])[CH2:2][CH2:3][CH2:4][CH2:5][CH3:6].CCCCCC.C([Li])CCC.[Cl:23]N1C(=O)CCC1=O>C1COCC1.O.C(OCC)(=O)C>[CH2:1]([NH:7][C:8](=[O:11])[C:9]#[C:10][Cl:23])[CH2:2][CH2:3][CH2:4][CH2:5][CH3:6] |f:1.2|. Reported procedure: 2.45 g of N-(n-hexyl)propiolamide was dissolved in 40 ml of dry THF, which was cooled to -78° C. 20 ml of n-butyllithium hexane solution (1.6 mol/1) was added thereto, and the mixture was stirred for 10 minutes. 4.28 g of N-chlorosuccinimide was added thereto, and the resultant mixture was stirred at -78° C. for 2 hours. The mixture was allowed to be warmed to -30° C., to which 10 ml of water was added. The mixture was then stirred overnight at a room temperature. Ethyl acetate and water were ad...